This data is from the Open Reaction Database (ORD), a public repository of structured organic reaction records. The task is: describe an organic reaction: reactants, conditions, products, and yield Reactants: ClC1=CC=2C3=C(N(C2C=C1)C=C(C)C1=CC=NC=C1)CCN(C3)C (8-chloro-2,3,4,5-tetrahydro-2-methyl-5-(2-(pyridin-4-yl)prop-1-enyl)-1H-pyrido[4,3-b]indole), CC(C)([O-])C.[Na+] (Sodium tert-butoxide), palladacycle, CN1CCNCC1 (1-Methylpiperazine), C(C)(C)(C)P(C1=C(C=CC=C1)C1=CC=CC=C1)C(C)(C)C (2-(di-t-butylphosphino)biphenyl). Reagents/catalysts: C(C)(=O)[O-].[Pd+2].C(C)(=O)[O-] (Palladium (II) acetate). Conditions: time 8 hour. Product: CN1CC2=C(N(C=3C=CC(=CC23)N2CCN(CC2)C)\C=C(/C)\C2=CC=NC=C2)CC1 ((E)-2-methyl-8-(4-methylpiperazin-1-yl)-5-(2-(pyridin-4-yl)prop-1-enyl)-2,3,4,5-tetrahydro-1H-pyrido[4,3-b]indole). Reaction SMILES: [C:1](P(C(C)(C)C)C1C=CC=CC=1C1C=CC=CC=1)(C)(C)C.ClC1[CH:31]=[CH:30][C:29]2[N:28]([CH:32]=[C:33]([C:35]3[CH:40]=[CH:39][N:38]=[CH:37][CH:36]=3)[CH3:34])[C:27]3[CH2:41][CH2:42][N:43]([CH3:45])[CH2:44][C:26]=3[C:25]=2[CH:24]=1.CC(C)([O-])C.[Na+].[CH3:52][N:53]1[CH2:58][CH2:57][NH:56][CH2:55][CH2:54]1>C([O-])(=O)C.[Pd+2].C([O-])(=O)C>[CH3:45][N:43]1[CH2:42][CH2:41][C:27]2[N:28](/[CH:32]=[C:33](/[C:35]3[CH:36]=[CH:37][N:38]=[CH:39][CH:40]=3)\[CH3:34])[C:29]3[CH:30]=[CH:31][C:52]([N:53]4[CH2:58][CH2:57][N:56]([CH3:1])[CH2:55][CH2:54]4)=[CH:24][C:25]=3[C:26]=2[CH2:44]1 |f:2.3,5.6.7|. Procedure: Palladium (II) acetate (314 mg, 1.4 mmol) and 2-(di-t-butylphosphino)biphenyl (418 mg, 1.4 mmol) were charged in a reaction bottle which was evacuated and backfilled with nitrogen. Toluene (10 mL) was added dropwise under nitrogen and stirred at RT overnight. The reaction mixture was passed through basic alumina using 0-30% ether:hexane and triturated with pentane to get brownish solid. Yield: 300 mg. 8-chloro-2,3,4,5-tetrahydro-2-methyl-5-(2-(pyridin-4-yl)prop-1-enyl)-1H-pyrido[4,3-b]indole (10... Starting materials: NC1=C(C(=O)N)C=C(C(=C1)OCCOC1=CC=NC=C1)OC (2-Amino-5-methoxy-4-(2-(4-pyridyloxy)ethoxy)benzamide), C(=O)N (formamide). Reaction conditions: temperature 50 celsius. Yields the product COC=1C=C2C(NC=NC2=CC1OCCOC1=CC=NC=C1)=O (6-methoxy-7-(2-(4-pyridyloxy)ethoxy)-3,4-dihydroquinazolin-4-one). Yield: 49.0%. RXN SMILES: [NH2:1][C:2]1[CH:10]=[C:9]([O:11][CH2:12][CH2:13][O:14][C:15]2[CH:20]=[CH:19][N:18]=[CH:17][CH:16]=2)[C:8]([O:21][CH3:22])=[CH:7][C:3]=1[C:4]([NH2:6])=[O:5].[CH:23](N)=O>>[CH3:22][O:21][C:8]1[CH:7]=[C:3]2[C:2](=[CH:10][C:9]=1[O:11][CH2:12][CH2:13][O:14][C:15]1[CH:20]=[CH:19][N:18]=[CH:17][CH:16]=1)[N:1]=[CH:23][NH:6][C:4]2=[O:5]. Procedure: 5-Methoxy-2-nitro-4-(2-(4-pyridyloxy)ethoxy)benzamide (2.15 g, 6.4 mmol) and 10% palladium-on-charcoal catalyst (100 mg) were suspended in methanol (400 ml) and placed under hydrogen at atmospheric pressure. The reaction mixture was heated at 40° C. for 1 hour, cooled to ambient temperature, filtered through diatomaceous earth and the solvent was removed by evaporation. The precipitate was slurried with ether and collected by filtration to give 2-amino-5-methoxy-4-(2-(4-pyridyloxy)ethoxy)benzami... The reactants are ClC=1N=C(C2=C(N1)C(S(C2C)(=O)=O)C)N2[C@H](COCC2)C (2-chloro-5,7-dimethyl-4-((S)-3-methylmorpholino)-5,7-dihydrothieno[3,4-d]pyrimidine 6,6-dioxide), C1(CC1)NC(=O)NC1=CC=C(C=C1)B1OC(C(O1)(C)C)(C)C (1-cyclopropyl-3-(4-(4,4,5,5-tetramethyl-1,3,2-dioxaborolan-2-yl)phenyl)urea). Product: C1(CC1)NC(=O)NC1=CC=C(C=C1)C=1N=C(C2=C(N1)C(S(C2C)(=O)=O)C)N2[C@H](COCC2)C (1-cyclopropyl-3-(4-(5,7-dimethyl-4-((S)-3-methylmorpholino)-6,6-dioxido-5,7-dihydrothieno[3,4-d]pyrimidin-2-yl)phenyl)urea). RXN SMILES: Cl[C:2]1[N:3]=[C:4]([N:15]2[CH2:20][CH2:19][O:18][CH2:17][C@@H:16]2[CH3:21])[C:5]2[CH:10]([CH3:11])[S:9](=[O:13])(=[O:12])[CH:8]([CH3:14])[C:6]=2[N:7]=1.[CH:22]1([NH:25][C:26]([NH:28][C:29]2[CH:34]=[CH:33][C:32](B3OC(C)(C)C(C)(C)O3)=[CH:31][CH:30]=2)=[O:27])[CH2:24][CH2:23]1>>[CH:22]1([NH:25][C:26]([NH:28][C:29]2[CH:34]=[CH:33][C:32]([C:2]3[N:3]=[C:4]([N:15]4[CH2:20][CH2:19][O:18][CH2:17][C@@H:16]4[CH3:21])[C:5]4[CH:10]([CH3:11])[S:9](=[O:13])(=[O:12])[CH:8]([CH3:14])[C:6]=4[N:7]=3)=[CH:31][CH:30]=2)=[O:27])[CH2:24][CH2:23]1. Reported procedure: The title compound was synthesised following the procedure in Example 5 (step viii) using 2-chloro-5,7-dimethyl-4-((S)-3-methylmorpholino)-5,7-dihydrothieno[3,4-d]pyrimidine 6,6-dioxide and 1-cyclopropyl-3-(4-(4,4,5,5-tetramethyl-1,3,2-dioxaborolan-2-yl)phenyl)urea. RXN SMILES: [Cl:1][C:2]1[CH:7]=[CH:6][C:5]([C:8](=[O:11])[CH2:9][Br:10])=[CH:4][C:3]=1[S:12](=[O:15])(=[O:14])[NH2:13].[CH2:16]([NH:20][C:21]([NH:23][CH3:24])=[S:22])[CH:17]([CH3:19])[CH3:18]>>[BrH:10].[Cl:1][C:2]1[CH:7]=[CH:6][C:5]([C:8]2([OH:11])[CH2:9][S:22][C:21](=[N:20][CH2:16][CH:17]([CH3:19])[CH3:18])[N:23]2[CH3:24])=[CH:4][C:3]=1[S:12](=[O:15])(=[O:14])[NH2:13] |f:2.3|. Starting materials: ClC1=C(C=C(C=C1)C(CBr)=O)S(N)(=O)=O (4'-chloro-3'-sulfamoyl-2-bromoacetophenone), C(C(C)C)NC(=S)NC (1-isobutyl-3-methylthiourea). Product: Br.ClC1=C(C=C(C=C1)C1(N(C(SC1)=NCC(C)C)C)O)S(N)(=O)=O (4-(4-Chloro-3-sulfamoylphenyl)-2-isobutylimino-3-methyl-1,3-thiazolidine-4-ol-hydrobromide). Procedure details: 6.2 g of 4'-chloro-3'-sulfamoyl-2-bromoacetophenone and 3.0 g of 1-isobutyl-3-methylthiourea were reacted according to the prescription made in Example 23 and the colorless end product was precipitated with 200 ml of diethyl ether. The reactants are N(=[N+]=[N-])[C@H]1C[C@H](C1)N1C=NC(=C1)NC(CC1=CC=CC2=CC=CC=C12)=O (N-[1-(cis-3-azido-cyclobutyl )-1H-imidazol-4-yl]-2-naphthalen-1-yl-acetamide), C1(=CC=CC=C1)P(C1=CC=CC=C1)C1=CC=CC=C1 (triphenylphosphine). The solvent is O1CCCC1 (tetrahydrofuran), O (water). Run at time 18 hour. Yields the product N[C@H]1C[C@H](C1)N1C=NC(=C1)NC(CC1=CC=CC2=CC=CC=C12)=O (N-[1-(cis-3-amino-cyclobutyl)-1H-imidazol-4-yl]-2-naphthalen-1-yl-acetamide). Isolated yield 95.0%. Reaction SMILES: [N:1]([C@@H:4]1[CH2:7][C@H:6]([N:8]2[CH:12]=[C:11]([NH:13][C:14](=[O:26])[CH2:15][C:16]3[C:25]4[C:20](=[CH:21][CH:22]=[CH:23][CH:24]=4)[CH:19]=[CH:18][CH:17]=3)[N:10]=[CH:9]2)[CH2:5]1)=[N+]=[N-].C1(P(C2C=CC=CC=2)C2C=CC=CC=2)C=CC=CC=1>O1CCCC1.O>[NH2:1][C@@H:4]1[CH2:5][C@H:6]([N:8]2[CH:12]=[C:11]([NH:13][C:14](=[O:26])[CH2:15][C:16]3[C:25]4[C:20](=[CH:21][CH:22]=[CH:23][CH:24]=4)[CH:19]=[CH:18][CH:17]=3)[N:10]=[CH:9]2)[CH2:7]1. Procedure details: N-[1-(cis-3-azido-cyclobutyl )-1H-imidazol-4-yl]-2-naphthalen-1-yl-acetamide (Preparation 4, Step 4; 330 mg, 0.95 mmol) was treated with triphenylphosphine (301 mg, 1.15 mmol) in tetrahydrofuran (10 mL) and water (1 mL) at 23° C. The solution was stirred at room temperature for 18 h. The solvent was removed in vacuo and the resulting residue was purified by silica gel chromatography (20:1:0.5 chloroform-methanol-ammonium hydroxide) to afford 289 mg (95% yield) of N-[1-(cis-3-amino-cyclobutyl)-1H... Starting materials: Nc1cc(Cl)c(Oc2ccc(Cl)c3ccccc23)c(Cl)c1, O=C1CCC(=O)N1Cl, c1ccccc1. Product: Nc1cc(Cl)c(Oc2ccc(Cl)c3ccccc23)c(Cl)c1Cl. As a reaction SMILES: [Cl:1][c:2]1[cH:3][cH:4][c:5]([O:12][c:13]2[c:14]([Cl:21])[cH:15][c:16]([NH2:17])[cH:18][c:19]2[Cl:20])[c:6]2[cH:7][cH:8][cH:9][cH:10][c:11]12.[Cl:22][N:23]1[C:24](=[O:25])[CH2:26][CH2:27][C:28]1=[O:29].[cH:30]1[cH:31][cH:32][cH:33][cH:34][cH:35]1>>[Cl:1][c:2]1[cH:3][cH:4][c:5]([O:12][c:13]2[c:14]([Cl:21])[cH:15][c:16]([NH2:17])[c:18]([Cl:22])[c:19]2[Cl:20])[c:6]2[cH:7][cH:8][cH:9][cH:10][c:11]12. Reactants: C1(CC1)C=1N=CC(=NC1OCC1CC1)C(=O)O (5-cyclopropyl-6-cyclopropylmethoxy-pyrazine-2-carboxylic acid), NC(C(=O)NC)(CC)CC (2-amino-2-ethyl-N-methyl-butyramide). Product: C(C)C(CC)(C(NC)=O)NC(=O)C1=NC(=C(N=C1)C1CC1)OCC1CC1 (5-Cyclopropyl-6-cyclopropylmethoxy-pyrazine-2-carboxylic acid (1-ethyl-1-methylcarbamoyl-propyl)-amide). Reaction SMILES: [CH:1]1([C:4]2[N:5]=[CH:6][C:7]([C:15]([OH:17])=O)=[N:8][C:9]=2[O:10][CH2:11][CH:12]2[CH2:14][CH2:13]2)[CH2:3][CH2:2]1.[NH2:18][C:19]([CH2:26][CH3:27])([CH2:24][CH3:25])[C:20]([NH:22][CH3:23])=[O:21]>>[CH2:24]([C:19]([NH:18][C:15]([C:7]1[CH:6]=[N:5][C:4]([CH:1]2[CH2:2][CH2:3]2)=[C:9]([O:10][CH2:11][CH:12]2[CH2:13][CH2:14]2)[N:8]=1)=[O:17])([C:20](=[O:21])[NH:22][CH3:23])[CH2:26][CH3:27])[CH3:25]. Reported procedure: The title compound was synthesized in analogy to Example 15, using 5-cyclopropyl-6-cyclopropylmethoxy-pyrazine-2-carboxylic acid (Example 10 g; 100 mg, 0.42 mmol) and 2-amino-2-ethyl-N-methyl-butyramide (78.2 mg, 0.64 mmol) as starting materials, and isolated (12 mg, 9.44%) as colorless sticky solid, LC-MS (UV peak area, ESI) 97.47%, 361.4 (M+H). Product: C(C)(C)(C)OC(=O)N1C[C@H](CC1)OC1=CC=C(C=C1)C(C(=O)OCC)=CC1CC2=CC=C(C=C2CC1)C#N (ethyl 2-[4-[((3S)-1-tert-butoxycarbonyl-3-pyrrolidinyl)oxy]phenyl]3-(6-cyano-1,2,3,4-tetrahydro-2-naphthyl)acrylate). Reaction conditions: time 10 minute. The reactants are C1(=CC=C(C=C1)S(=O)(=O)[O-])C.C(#N)C=1C=C2CCC(CC2=CC1)C[P+](C1=CC=CC=C1)(C1=CC=CC=C1)C1=CC=CC=C1 ((6-cyano-1,2,3,4-tetrahydro-2-naphthyl)methyltriphenylphosphonium p-toluenesulfonate), [H-].[Na+] (sodium hydride), C(C)(C)(C)OC(=O)N1C[C@H](CC1)OC1=CC=C(C=C1)C(C(=O)OCC)=O (ethyl 2-[4-[((3S)-1-tert-butoxycarbonyl-3-pyrrolidinyl)oxy]phenyl]-2-oxoacetate). Yield: 65.9%. RXN SMILES: C1(C)C=CC(S([O-])(=O)=O)=CC=1.[C:12]([C:14]1[CH:15]=[C:16]2[C:21](=[CH:22][CH:23]=1)[CH2:20][CH:19]([CH2:24][P+](C1C=CC=CC=1)(C1C=CC=CC=1)C1C=CC=CC=1)[CH2:18][CH2:17]2)#[N:13].[H-].[Na+].[C:46]([O:50][C:51]([N:53]1[CH2:57][CH2:56][C@H:55]([O:58][C:59]2[CH:64]=[CH:63][C:62]([C:65](=O)[C:66]([O:68][CH2:69][CH3:70])=[O:67])=[CH:61][CH:60]=2)[CH2:54]1)=[O:52])([CH3:49])([CH3:48])[CH3:47]>O1CCCC1.C(OCC)(=O)C>[C:46]([O:50][C:51]([N:53]1[CH2:57][CH2:56][C@H:55]([O:58][C:59]2[CH:60]=[CH:61][C:62]([C:65](=[CH:24][CH:19]3[CH2:18][CH2:17][C:16]4[C:21](=[CH:22][CH:23]=[C:14]([C:12]#[N:13])[CH:15]=4)[CH2:20]3)[C:66]([O:68][CH2:69][CH3:70])=[O:67])=[CH:63][CH:64]=2)[CH2:54]1)=[O:52])([CH3:49])([CH3:48])[CH3:47] |f:0.1,2.3|. Reported procedure: 9.0 g of (6-cyano-1,2,3,4-tetrahydro-2-naphthyl)methyltriphenylphosphonium p-toluenesulfonate was suspended in 150 ml of tetrahydrofuran, followed by gradual addition of 600 mg of 60% sodium hydride. The thus prepared mixture was refluxed under heating for 20 minutes. After cooling down to room temperature, to the resulting reaction solution was added 10 ml of a tetrahydrofuran solution containing 4.16 g of ethyl 2-[4-[((3S)-1-tert-butoxycarbonyl-3-pyrrolidinyl)oxy]phenyl]-2-oxoacetate. The resu... Run in O1CCCC1 (tetrahydrofuran), C(C)(=O)OCC (ethyl acetate), O1CCCC1 (tetrahydrofuran).